This data is from the Open Reaction Database (ORD), a public repository of structured organic reaction records. The task is: describe an organic reaction: reactants, conditions, products, and yield Starting materials: O (water), NC1=CC=C2C(=CN(C2=C1)C)C=1C(NC(C1C1=CN(C2=CC(=CC=C12)F)C)=O)=O (3-(6-amino-1-methyl-1H-indol-3-yl)-4-(6-fluoro-1-methyl-1H-indol-3-yl)-pyrrole-2,5-dione), Cl (hydrochloric acid). Solvent: C(C)#N (acetonitrile). Reaction conditions: time 8 hour. The product is Cl.NC1=CC=C2C(=CN(C2=C1)C)C=1C(NC(C1C1=CN(C2=CC(=CC=C12)F)C)=O)=O (3-(6-amino-1-methyl-1H-indol-3-yl)-4-(6-fluoro-1-methyl-1H-indol-3-yl)-pyrrole-2,5-dione hydrochloride salt). Yield: 97.6%. Reaction SMILES: [NH2:1][C:2]1[CH:10]=[C:9]2[C:5]([C:6]([C:12]3[C:13](=[O:29])[NH:14][C:15](=[O:28])[C:16]=3[C:17]3[C:25]4[C:20](=[CH:21][C:22]([F:26])=[CH:23][CH:24]=4)[N:19]([CH3:27])[CH:18]=3)=[CH:7][N:8]2[CH3:11])=[CH:4][CH:3]=1.O.[ClH:31]>C(#N)C>[ClH:31].[NH2:1][C:2]1[CH:10]=[C:9]2[C:5]([C:6]([C:12]3[C:13](=[O:29])[NH:14][C:15](=[O:28])[C:16]=3[C:17]3[C:25]4[C:20](=[CH:21][C:22]([F:26])=[CH:23][CH:24]=4)[N:19]([CH3:27])[CH:18]=3)=[CH:7][N:8]2[CH3:11])=[CH:4][CH:3]=1 |f:4.5|. Reported procedure: To a mixture of 75 mg (0.193 mmole) of 3-(6-amino-1-methyl-1H-indol-3-yl)-4-(6-fluoro-1-methyl-1H-indol-3-yl)-pyrrole-2,5-dione in 2 mL of acetonitrile was added 10 mL of water, precipitating solids. To this mixture was added 0.64 mL (0.772 mmole) of 1.2M hydrochloric acid, forming a clear solution. After 10 min. the mixture was concentrated to dryness. It was redissolved in acetonitrile and concentrated to dryness. The residue was dissolved in 4 mL of water and lyophilized overnight to give 80 ... Starting materials: CCOCC, CC1CC(=O)C=CO1, [Cl-], [Cu]I, [Li]C, [NH4+]. The product is CC1CC(=O)CC(C)O1. As a reaction SMILES: [CH3:13][CH2:14][O:15][CH2:16][CH3:17].[CH3:3][CH:4]1[O:5][CH:6]=[CH:7][C:8](=[O:10])[CH2:9]1.[Cl-:11].[Cu:18][I:19].[Li:1][CH3:2].[NH4+:12]>>[CH3:2][CH:6]1[O:5][CH:4]([CH3:3])[CH2:9][C:8](=[O:10])[CH2:7]1. The reactants are C(C=1C(S)=CC=CC1)(=O)O (thiosalicylic acid), IC=1C=C(C=CC1)OC (3-iodoanisole), C([O-])([O-])=O.[K+].[K+] (potassium carbonate). Reagents/catalysts: [Cu] (copper). Solvent: CN1C(CCC1)=O (N-methylpyrrolidinone). Conditions: temperature 165 celsius. Product: COC=1C=C(C=CC1)SC1=C(C(=O)O)C=CC=C1 (2-(3-methoxyphenylthio)benzoic acid). As a reaction SMILES: [C:1]([OH:10])(=[O:9])[C:2]1[C:3](=[CH:5][CH:6]=[CH:7][CH:8]=1)[SH:4].I[C:12]1[CH:13]=[C:14]([O:18][CH3:19])[CH:15]=[CH:16][CH:17]=1.C(=O)([O-])[O-].[K+].[K+]>[Cu].CN1CCCC1=O>[CH3:19][O:18][C:14]1[CH:13]=[C:12]([S:4][C:3]2[CH:5]=[CH:6][CH:7]=[CH:8][C:2]=2[C:1]([OH:10])=[O:9])[CH:17]=[CH:16][CH:15]=1 |f:2.3.4|. Reported procedure: First, 2-(3-methoxyphenylthio)benzoic acid was prepared. A stirred mixture of thiosalicylic acid (3.57 g, 23 mmol), 3-iodoanisole (5.42 g, 23 mmol), potassium carbonate (7.04 g, 51 mmol), copper powder (0.29 g, 5 mmol), and N-methylpyrrolidinone (75 mL) was deaerated by sparging with nitrogen for 10 min, heated at 165° C. for 2 h, and then cooled to ambient. The reaction mixture was poured onto a mixture of 500 g of ice plus 40 mL of concentrated HCl. The resulting precipitate was collected, was... Starting materials: C=C(C)C(=O)Cl, [Li]CCCC, C1CCOC1, [Cl-], [NH4+], OCc1ccc2cc(O)ccc2c1. Product: C=C(C)C(=O)OCc1ccc2cc(O)ccc2c1. As a reaction SMILES: [C:19]([C:20](=[CH2:21])[CH3:22])(=[O:23])[Cl:24].[CH2:14]([Li:15])[CH2:16][CH2:17][CH3:18].[CH2:27]1[O:28][CH2:29][CH2:30][CH2:31]1.[Cl-:25].[NH4+:26].[OH:1][CH2:2][c:3]1[cH:4][c:5]2[cH:6][cH:7][c:8]([OH:13])[cH:9][c:10]2[cH:11][cH:12]1>>[O:1]([CH2:2][c:3]1[cH:4][c:5]2[cH:6][cH:7][c:8]([OH:13])[cH:9][c:10]2[cH:11][cH:12]1)[C:19]([C:20](=[CH2:21])[CH3:22])=[O:23]. The reactants are F[B-](F)(F)F, CC(C)(C)OC(=O)N1CCC1C(=O)O, CN1CCOCC1, NCc1ccc2c(N)nccc2c1, CN(C)C=O, CN(C)C(On1nnc2ccccc21)=[N+](C)C. The product is CC(C)(C)OC(=O)N1CCC1C(=O)NCc1ccc2c(N)nccc2c1. Reaction SMILES: [B-:28]([F:29])([F:30])([F:31])[F:32].[C:1]([CH3:2])([CH3:3])([CH3:4])[O:5][C:6](=[O:7])[N:8]1[CH:9]([C:12](=[O:13])[OH:14])[CH2:10][CH2:11]1.[CH3:50][N:51]1[CH2:52][CH2:53][O:54][CH2:55][CH2:56]1.[NH2:15][c:16]1[n:17][cH:18][cH:19][c:20]2[cH:21][c:22]([CH2:26][NH2:27])[cH:23][cH:24][c:25]12.[O:57]=[CH:58][N:59]([CH3:60])[CH3:61].[n:33]1([O:34][C:35]([N:36]([CH3:37])[CH3:38])=[N+:39]([CH3:40])[CH3:41])[c:42]2[cH:43][cH:44][cH:45][cH:46][c:47]2[n:48][n:49]1>>[C:1]([CH3:2])([CH3:3])([CH3:4])[O:5][C:6](=[O:7])[N:8]1[CH:9]([C:12](=[O:14])[NH:27][CH2:26][c:22]2[cH:21][c:20]3[cH:19][cH:18][n:17][c:16]([NH2:15])[c:25]3[cH:24][cH:23]2)[CH2:10][CH2:11]1. Starting materials: C(C)(C)(C)OC(N(C1=CC=NC=C1)CCOC1=CC(=CC(=C1)C(N(C(C)C)CCC#N)=O)Cl)=O ((2-{3-chloro-5-[(-cyano-ethyl)-isopropyl-carbamoyl]-phenoxy}-ethyl)-pyridin-4yl-carbamic acid tert-butyl ester), [BH4-].[Na+] (sodium borohydride). Reagents/catalysts: O.O.O.O.O.O.[Co](Cl)Cl (cobalt (II) chloride hexahydrate). The solvent is CO (methanol). Conditions: time 8 hour. Product: C(C)(C)(C)OC(N(C1=CC=NC=C1)CCOC1=CC(=CC(=C1)Cl)C(N(C(C)C)CCCN)=O)=O ((2-{3-[(3-Amino-propyl)-isopropyl-carbamoyl]-5-chloro-phenoxy}-ethyl)-pyridin-4-yl-carbamic acid tert-butyl ester). The yield is 63.5%. RXN SMILES: [C:1]([O:5][C:6](=[O:34])[N:7]([CH2:14][CH2:15][O:16][C:17]1[CH:22]=[C:21]([C:23](=[O:32])[N:24]([CH2:28][CH2:29][C:30]#[N:31])[CH:25]([CH3:27])[CH3:26])[CH:20]=[C:19]([Cl:33])[CH:18]=1)[C:8]1[CH:13]=[CH:12][N:11]=[CH:10][CH:9]=1)([CH3:4])([CH3:3])[CH3:2].[BH4-].[Na+]>CO.O.O.O.O.O.O.[Co](Cl)Cl>[C:1]([O:5][C:6](=[O:34])[N:7]([CH2:14][CH2:15][O:16][C:17]1[CH:18]=[C:19]([Cl:33])[CH:20]=[C:21]([C:23](=[O:32])[N:24]([CH2:28][CH2:29][CH2:30][NH2:31])[CH:25]([CH3:26])[CH3:27])[CH:22]=1)[C:8]1[CH:9]=[CH:10][N:11]=[CH:12][CH:13]=1)([CH3:2])([CH3:4])[CH3:3] |f:1.2,4.5.6.7.8.9.10|. Reported procedure: A solution of (2-{3-chloro-5-[(-cyano-ethyl)-isopropyl-carbamoyl]-phenoxy}-ethyl)-pyridin-4yl-carbamic acid tert-butyl ester (0.200 g) in methanol (2 ml) at 0° C. was treated with cobalt (II) chloride hexahydrate (0.195 g) and sodium borohydride (0.078 g) and stirred overnight at room temperature. Silica was added and the mixture was evaporated under reduced pressure, the residue was subjected to flash chromatography eluting with methanol:chloroform:ammonia(0.88) (10:89:1 v/v/v). The required fr... Reactants: FC(F)(F)c1ccc(Br)cn1, CCOC(=O)c1cnn(-c2cccc(-c3ccccc3OCc3ccc(B4OC(C)(C)C(C)(C)O4)cc3)n2)c1C(F)(F)F, CC#N, [Na+], [Na+], O=C([O-])[O-]. Yields the product CCOC(=O)c1cnn(-c2cccc(-c3ccccc3OCc3ccc(-c4ccc(C(F)(F)F)nc4)cc3)n2)c1C(F)(F)F. RXN SMILES: [Br:44][c:45]1[cH:46][n:47][c:48]([C:51]([F:52])([F:53])[F:54])[cH:49][cH:50]1.[CH3:1][C:2]1([CH3:3])[C:4]([CH3:5])([CH3:6])[O:7][B:8]([c:9]2[cH:10][cH:11][c:12]([CH2:13][O:14][c:15]3[c:16](-[c:21]4[cH:22][cH:23][cH:24][c:25](-[n:27]5[n:28][cH:29][c:30]([C:36](=[O:37])[O:38][CH2:39][CH3:40])[c:31]5[C:32]([F:33])([F:34])[F:35])[n:26]4)[cH:17][cH:18][cH:19][cH:20]3)[cH:41][cH:42]2)[O:43]1.[CH3:61][C:62]#[N:63].[Na+:55].[Na+:56].[O-:57][C:58](=[O:59])[O-:60]>>[c:9]1(-[c:45]2[cH:46][n:47][c:48]([C:51]([F:52])([F:53])[F:54])[cH:49][cH:50]2)[cH:10][cH:11][c:12]([CH2:13][O:14][c:15]2[c:16](-[c:21]3[cH:22][cH:23][cH:24][c:25](-[n:27]4[n:28][cH:29][c:30]([C:36](=[O:37])[O:38][CH2:39][CH3:40])[c:31]4[C:32]([F:33])([F:34])[F:35])[n:26]3)[cH:17][cH:18][cH:19][cH:20]2)[cH:41][cH:42]1. The reactants are NC=1C=CC2=C(CCOC(N2C)=O)C1 (2-amino-5-methyl-8,9-dihydro-5H-7-oxa-5-aza-benzocyclohepten-6-one), ClC1=NC=C(C(=N1)NC1=C2C=NNC2=CC=C1)Cl ((2,5-dichloro-pyrimidin-4-yl)-(1H-indazol-4-yl)-amine), 2-[5-chloro-4-(1H-indazol-4-ylamino)-pyrimidin-2-ylamino]-5-methyl-8,9-dihydro-5H-7-oxa-5-aza-benzocyclohepten-6-one. TFA salt. The product is ClC=1C(=NC(=NC1)NC=1C=CC2=C(CCOC(N2C)=O)C1)NC1=C2C=NNC2=CC=C1 (2-[5-Chloro-4-(1H-indazol-4-ylamino)-pyrimidin-2-ylamino]-5-methyl-8,9-dihydro-5H-7-oxa-5-aza-benzocyclohepten-6-one). Reaction SMILES: [NH2:1][C:2]1[CH:3]=[CH:4][C:5]2[N:11]([CH3:12])[C:10](=[O:13])[O:9][CH2:8][CH2:7][C:6]=2[CH:14]=1.Cl[C:16]1[N:21]=[C:20]([NH:22][C:23]2[CH:31]=[CH:30][CH:29]=[C:28]3[C:24]=2[CH:25]=[N:26][NH:27]3)[C:19]([Cl:32])=[CH:18][N:17]=1>>[Cl:32][C:19]1[C:20]([NH:22][C:23]2[CH:31]=[CH:30][CH:29]=[C:28]3[C:24]=2[CH:25]=[N:26][NH:27]3)=[N:21][C:16]([NH:1][C:2]2[CH:3]=[CH:4][C:5]3[N:11]([CH3:12])[C:10](=[O:13])[O:9][CH2:8][CH2:7][C:6]=3[CH:14]=2)=[N:17][CH:18]=1. Procedure: Following a procedure analogous to Example 1741e, 2-amino-5-methyl-8,9-dihydro-5H-7-oxa-5-aza-benzocyclohepten-6-one and (2,5-dichloro-pyrimidin-4-yl)-(1H-indazol-4-yl)-amine were converted to 2-[5-chloro-4-(1H-indazol-4-ylamino)-pyrimidin-2-ylamino]-5-methyl-8,9-dihydro-5H-7-oxa-5-aza-benzocyclohepten-6-one. TFA salt: 1H NMR (300 MHz, CDCl3) δ 11.91 (s, 1H), 8.04 (d, 1H), 8.00 (s, 1H), 7.54 (d, 1H), 7.42 (m, 2H), 7.29 (d, 1H), 7.21 (s, 1H), 6.87 (d, 1H), 4.33 (t, 2H), 3.32 (s, 3H), 2.66 (t, 2H)...